Dataset: the Open Reaction Database (ORD), a public repository of structured organic reaction records. Task: describe an organic reaction: reactants, conditions, products, and yield Reaction SMILES: [F:1][C:2]([c:3]1[cH:4][c:5]2[c:14]([cH:15][cH:16]1)[O:13][c:12]1[c:7]([cH:8][cH:9][cH:10][cH:11]1)[NH:6]2)([F:17])[F:18].[NH:19]1[C:20](=[O:24])[CH2:21][CH2:22][CH2:23]1.[P:25]([Cl:26])([Cl:27])([Cl:28])=[O:29]>>[F:1][C:2]([c:3]1[cH:4][c:5]2[c:14]([cH:15][cH:16]1)[O:13][c:12]1[c:7]([cH:8][cH:9][cH:10][cH:11]1)[N:6]2[C:20]1=[N:19][CH2:23][CH2:22][CH2:21]1)([F:17])[F:18]. Starting materials: FC(F)(F)c1ccc2c(c1)Nc1ccccc1O2, O=C1CCCN1, O=P(Cl)(Cl)Cl. The product is FC(F)(F)c1ccc2c(c1)N(C1=NCCC1)c1ccccc1O2. Starting materials: C(C)(C)(C)OC(=O)NC1CCN(CC1)C[C@H](C)N1C[C@@H]([C@H](CC1)OC(C(C)(C)C)=O)C (2,2-Dimethyl-propionic acid (3S,4S)-1-[(S)-2-(4-tert-butoxycarbonylamino-piperidin-1-yl)-1-methyl-ethyl]-3-methyl-piperidin-4-yl ester), C[O-].[Na+] (NaOMe). Product: C(C)(C)(C)OC(NC1CCN(CC1)C[C@H](C)N1C[C@@H]([C@H](CC1)O)C)=O ({1-[(S)-2-((3S,4S)-4-Hydroxy-3-methyl-piperidin-1-yl)-propyl]-piperidin-4-yl}-carbamic acid tert-butyl ester). As a reaction SMILES: [C:1]([O:5][C:6]([NH:8][CH:9]1[CH2:14][CH2:13][N:12]([CH2:15][C@@H:16]([N:18]2[CH2:23][CH2:22][C@H:21]([O:24]C(=O)C(C)(C)C)[C@@H:20]([CH3:31])[CH2:19]2)[CH3:17])[CH2:11][CH2:10]1)=[O:7])([CH3:4])([CH3:3])[CH3:2].C[O-].[Na+]>>[C:1]([O:5][C:6](=[O:7])[NH:8][CH:9]1[CH2:14][CH2:13][N:12]([CH2:15][C@@H:16]([N:18]2[CH2:23][CH2:22][C@H:21]([OH:24])[C@@H:20]([CH3:31])[CH2:19]2)[CH3:17])[CH2:11][CH2:10]1)([CH3:2])([CH3:3])[CH3:4] |f:1.2|. Reported procedure: Ester 58 from above (1.7 g, 3.52 mmol) is treated with NaOMe (0.5M in methanol, 21 ml, 10.5 mmol) and heated under reflux for 24 hours. The solvent is then evaporated, the residue taken up in DCM and extracted with 1N—NaOH and brine. After drying and evaporation the crued is purified by chromatography on silicagel using DCM (saturated with ammonia) and MeOH (from 1% to 3%) to give a white powder. Product: COc1ccc(-c2ccc(=O)n(Cc3ccc(I)nc3)c2)cc1. As a reaction SMILES: [C:31](#[N:32])[CH2:33][CH3:34].[CH3:24][Si:25]([Cl:26])([CH3:27])[CH3:28].[Cl:1][c:2]1[cH:3][cH:4][c:5]([CH2:8][n:9]2[c:10](=[O:23])[cH:11][cH:12][c:13](-[c:15]3[cH:16][cH:17][c:18]([O:21][CH3:22])[cH:19][cH:20]3)[cH:14]2)[cH:6][n:7]1.[I-:29].[Na+:30]>>[c:2]1([I:29])[cH:3][cH:4][c:5]([CH2:8][n:9]2[c:10](=[O:23])[cH:11][cH:12][c:13](-[c:15]3[cH:16][cH:17][c:18]([O:21][CH3:22])[cH:19][cH:20]3)[cH:14]2)[cH:6][n:7]1. The reactants are CCC#N, C[Si](C)(C)Cl, COc1ccc(-c2ccc(=O)n(Cc3ccc(Cl)nc3)c2)cc1, [I-], [Na+]. Starting materials: O=C([O-])[O-], C#CCO, Cc1ccccc1, Fc1c(F)c(F)c(-c2c(F)c(F)c(F)c(F)c2F)c(F)c1F, [K+], [K+], C1COCCOCCOCCOCCOCCO1. Product: C#CCOc1c(F)c(F)c(-c2c(F)c(F)c(F)c(F)c2F)c(F)c1F. RXN SMILES: [C:27](=[O:28])([O-:29])[O-:30].[CH2:23]([C:24]#[CH:25])[OH:26].[CH3:51][c:52]1[cH:53][cH:54][cH:55][cH:56][cH:57]1.[F:1][c:2]1[c:3]([F:22])[c:4]([F:21])[c:5]([F:20])[c:6]([F:19])[c:7]1-[c:8]1[c:9]([F:18])[c:10]([F:17])[c:11]([F:16])[c:12]([F:15])[c:13]1[F:14].[K+:31].[K+:32].[O:33]1[CH2:34][CH2:35][O:36][CH2:37][CH2:38][O:39][CH2:40][CH2:41][O:42][CH2:43][CH2:44][O:45][CH2:46][CH2:47][O:48][CH2:49][CH2:50]1>>[F:1][c:2]1[c:3]([F:22])[c:4]([O:26][CH2:23][C:24]#[CH:25])[c:5]([F:20])[c:6]([F:19])[c:7]1-[c:8]1[c:9]([F:18])[c:10]([F:17])[c:11]([F:16])[c:12]([F:15])[c:13]1[F:14]. Procedure: As for Example 1, 2-cyano-2'-ethylacetanilide is heated with N,N-dimethylacetamide dimethylacetal to give 2-cyano-3-dimethylamino-2'-ethylcrotonanilide as colorless prisms, m.p. 79°-81.5° C. The reactants are C(#N)CC(=O)NC1=C(C=CC=C1)CC (2-cyano-2'-ethylacetanilide), COC(C)(N(C)C)OC (N,N-dimethylacetamide dimethylacetal). Product: C(#N)/C(/C(=O)NC1=C(C=CC=C1)CC)=C(\C)/N(C)C (2-cyano-3-dimethylamino-2'-ethylcrotonanilide). RXN SMILES: [C:1]([CH2:3][C:4]([NH:6][C:7]1[CH:12]=[CH:11][CH:10]=[CH:9][C:8]=1[CH2:13][CH3:14])=[O:5])#[N:2].CO[C:17](OC)([N:19]([CH3:21])[CH3:20])[CH3:18]>>[C:1](/[C:3](=[C:17](/[N:19]([CH3:21])[CH3:20])\[CH3:18])/[C:4]([NH:6][C:7]1[CH:12]=[CH:11][CH:10]=[CH:9][C:8]=1[CH2:13][CH3:14])=[O:5])#[N:2]. The reactants are CC1=C2CC(C(C2=CC=C1)=O)N1C(=NC=C1)C(=O)N (1-(4-methyl-1-oxo-2-indanyl)imidazole-2-carboxamide), Cl (hydrochloric acid). Run in CO (methanol). Yields the product Cl.CC=1C=2CC3=C(NC(C=4N3C=CN4)=O)C2C=CC1 (9-methyl-5H, 10H-imidazo [1,2-a]indeno[1,2-e]pyrazin-4-one hydrochloride). RXN SMILES: [CH3:1][C:2]1[CH:10]=[CH:9][CH:8]=[C:7]2[C:3]=1[CH2:4][CH:5]([N:12]1[CH:16]=[CH:15][N:14]=[C:13]1[C:17]([NH2:19])=[O:18])[C:6]2=O.[ClH:20]>CO>[ClH:20].[CH3:1][C:2]1[C:3]2[CH2:4][C:5]3[N:12]4[CH:16]=[CH:15][N:14]=[C:13]4[C:17](=[O:18])[NH:19][C:6]=3[C:7]=2[CH:8]=[CH:9][CH:10]=1 |f:3.4|. Procedure details: The procedure is carried out as in Example 1 but starting with 2 g of 1-(4-methyl-1-oxo-2-indanyl)imidazole-2-carboxamide, a total of 60 ml of methanol and 25 ml of 12N aqueous hydrochloric acid solution. 1.45 g of 9-methyl-5H, 10H-imidazo [1,2-a]indeno[1,2-e]pyrazin-4-one hydrochloride are thus obtained which decompose without melting above 300° C. [NMR spectrum: (300 MHz; DMSO-d6 plus a few drops of CD3COOD-d4 ; δ in ppm): 2.40 (s, 3H: --CH3); 4.01 (s, 2H: --CH2-- in position 10); 7.23 (d, J=8... The reactants are Cl (HCl), C1(=CC=CC2=CC=CC=C12)CN (1-naphthylmethylamine), C(C)(C)N(CC)C(C)C (diisopropylethylamine), ClC1=CC=C(CNC(=O)C=2C=NC3=CC(=CC=C3C2O)S(=O)(=O)Cl)C=C1 (3-{[(4-chlorobenzyl)amino]carbonyl}-4-hydroxy-7-quinolinesulfonyl chloride). Solvent: N1=CC=CC=C1 (pyridine). Reaction conditions: time 18 hour. Product: ClC1=CC=C(CNC(=O)C=2C=NC3=CC(=CC=C3C2O)S(=O)(=O)NCC2=CC=CC3=CC=CC=C23)C=C1 (N-(4-Chlorobenzyl)-4-hydroxy-7-{[(1-naphthylmethyl)amino]-sulfonyl}-3-quinolinecarboxamide). Reaction SMILES: [C:1]1([CH2:11][NH2:12])[C:10]2[C:5](=[CH:6][CH:7]=[CH:8][CH:9]=2)[CH:4]=[CH:3][CH:2]=1.C(N(C(C)C)CC)(C)C.[Cl:22][C:23]1[CH:47]=[CH:46][C:26]([CH2:27][NH:28][C:29]([C:31]2[CH:32]=[N:33][C:34]3[C:39]([C:40]=2[OH:41])=[CH:38][CH:37]=[C:36]([S:42](Cl)(=[O:44])=[O:43])[CH:35]=3)=[O:30])=[CH:25][CH:24]=1.Cl>N1C=CC=CC=1>[Cl:22][C:23]1[CH:24]=[CH:25][C:26]([CH2:27][NH:28][C:29]([C:31]2[CH:32]=[N:33][C:34]3[C:39]([C:40]=2[OH:41])=[CH:38][CH:37]=[C:36]([S:42]([NH:12][CH2:11][C:1]2[C:10]4[C:5](=[CH:6][CH:7]=[CH:8][CH:9]=4)[CH:4]=[CH:3][CH:2]=2)(=[O:44])=[O:43])[CH:35]=3)=[O:30])=[CH:46][CH:47]=1. Procedure details: To a stirred solution of 44 μL of 1-naphthylmethylamine and 51 μL of diisopropylethylamine in 0.5 mL of pyridine is added 100 mg of 3-{[(4-chlorobenzyl)amino]carbonyl}-4-hydroxy-7-quinolinesulfonyl chloride from Preparation No. 31. After 18 h, the solution is added to 3.5 mL of rapidly stirred 2 N HCl, and the resulting solid is filtered, washed well with water, and dried under vacuum. Flash chromatography of the solid on silica gel using 2-5% methanol in dichloromethane provides 48 mg of the ti... Starting materials: C(CCC)[Li] (normal butyl lithium), C(#C)C1=CC=CC=C1 (ethynylbenzene), Cl[Si](N(CC)CC)(N(CC)CC)Cl (Dichlorobis(diethylamino)silane), [Cu](C#N)C#N (copper cyanide). Solvent: O1CCCC1 (THF), O1CCCC1 (tetrahydrofuran). Run at time 1.5 hour. The product is C(C)N(CC)[Si](C#CC1=CC=CC=C1)(C#CC1=CC=CC=C1)N(CC)CC (bis(diethylamino)-bis(phenyethynyl)silane). Isolated yield 93.0%. As a reaction SMILES: [CH2:1]([Li])[CH2:2][CH2:3][CH3:4].[C:6]([C:8]1[CH:13]=[CH:12][CH:11]=[CH:10][CH:9]=1)#[CH:7].Cl[Si:15](Cl)([N:21]([CH2:24][CH3:25])[CH2:22][CH3:23])[N:16]([CH2:19][CH3:20])[CH2:17][CH3:18].[Cu](C#N)C#N>O1CCCC1>[CH2:17]([N:16]([Si:15]([N:21]([CH2:24][CH3:25])[CH2:22][CH3:23])([C:7]#[C:6][C:8]1[CH:13]=[CH:12][CH:11]=[CH:10][CH:9]=1)[C:1]#[C:2][C:3]1[CH:4]=[CH:4][CH:3]=[CH:2][CH:1]=1)[CH2:19][CH3:20])[CH3:18]. Reported procedure: 1.6 N normal butyl lithium 205 ml was dropwise added to a solution comprising 33 ml of ethynylbenzene and 300 ml of tetrahydrofuran (hereinafter abbreviated as THF) at 0° C. under nitrogen gas flow, and stirring was continued for 1.5 hour. Dichlorobis(diethylamino)silane 36.5 g and 672 mg of copper cyanide were added to the resulting solution, and stirring was continued at room temperatures for 20 minutes to carry out the reaction. Solid matters precipitated in the reaction liquid were removed b... Reactants: CCOC(C)=O, CCOC(=O)c1cn2c(-c3ccc(Cl)cc3Cl)c(CCl)c(C)nc2n1, [N-]=[N+]=[N-], [Na+], CN(C)C=O. The product is CCOC(=O)c1cn2c(-c3ccc(Cl)cc3Cl)c(CN=[N+]=[N-])c(C)nc2n1. RXN SMILES: [CH3:35][CH2:36][O:37][C:38]([CH3:39])=[O:40].[Cl:1][CH2:2][c:3]1[c:4]([CH3:25])[n:5][c:6]2[n:7]([c:8]1-[c:9]1[c:10]([Cl:16])[cH:11][c:12]([Cl:15])[cH:13][cH:14]1)[cH:17][c:18]([C:20](=[O:21])[O:22][CH2:23][CH3:24])[n:19]2.[N-:26]=[N+:27]=[N-:28].[Na+:29].[O:30]=[CH:31][N:32]([CH3:33])[CH3:34]>>[CH2:2]([c:3]1[c:4]([CH3:25])[n:5][c:6]2[n:7]([c:8]1-[c:9]1[c:10]([Cl:16])[cH:11][c:12]([Cl:15])[cH:13][cH:14]1)[cH:17][c:18]([C:20](=[O:21])[O:22][CH2:23][CH3:24])[n:19]2)[N:26]=[N+:27]=[N-:28].